Dataset: the Open Reaction Database (ORD), a public repository of structured organic reaction records. Task: describe an organic reaction: reactants, conditions, products, and yield Starting materials: CCCCCC1CCC(c2ccc3c(c2F)c(=O)oc2c(F)c(OCCCC)ccc23)CC1, COc1ccc(P2(=S)SP(=S)(c3ccc(OC)cc3)S2)cc1, Clc1ccccc1. Product: CCCCCC1CCC(c2ccc3c(c2F)c(=S)oc2c(F)c(OCCCC)ccc23)CC1. As a reaction SMILES: [CH2:1]([CH2:2][CH2:3][CH3:4])[O:5][c:6]1[cH:7][cH:8][c:9]2[c:10]3[c:11]([c:12](=[O:17])[o:13][c:14]2[c:15]1[F:16])[c:18]([F:33])[c:19]([CH:22]1[CH2:23][CH2:24][CH:25]([CH2:28][CH2:29][CH2:30][CH2:31][CH3:32])[CH2:26][CH2:27]1)[cH:20][cH:21]3.[CH3:34][O:35][c:36]1[cH:37][cH:38][c:39]([P:40]2(=[S:43])[S:41][P:42]([c:44]3[cH:45][cH:46][c:47]([O:48][CH3:49])[cH:50][cH:51]3)(=[S:52])[S:53]2)[cH:54][cH:55]1.[Cl:56][c:57]1[cH:58][cH:59][cH:60][cH:61][cH:62]1>>[CH2:1]([CH2:2][CH2:3][CH3:4])[O:5][c:6]1[cH:7][cH:8][c:9]2[c:10]3[c:11]([c:12](=[S:43])[o:13][c:14]2[c:15]1[F:16])[c:18]([F:33])[c:19]([CH:22]1[CH2:23][CH2:24][CH:25]([CH2:28][CH2:29][CH2:30][CH2:31][CH3:32])[CH2:26][CH2:27]1)[cH:20][cH:21]3.